This data is from the Open Reaction Database (ORD), a public repository of structured organic reaction records. The task is: describe an organic reaction: reactants, conditions, products, and yield Reactants: CC1SC=2C(=N1)C=CN2 (2-Methylpyrrolo[3,2-d]thiazole), C1COS(=O)(=O)C1 (1,3-propanesultone). Conditions: temperature 130 celsius. The product is CC1SC=2C(=[N+]1CCCS(=O)(=O)[O-])C=CN2 (3-[2-methyl-1-pyrrolo[3,2-d]thiazolio]propanesulfonate). The yield is 92.2%. As a reaction SMILES: [CH3:1][CH:2]1[N:6]=[C:5]2[CH:7]=[CH:8][N:9]=[C:4]2[S:3]1.[CH2:10]1[CH2:16][S:13](=[O:15])(=[O:14])[O:12][CH2:11]1>>[CH3:1][CH:2]1[N+:6]([CH2:11][CH2:10][CH2:16][S:13]([O-:15])(=[O:14])=[O:12])=[C:5]2[CH:7]=[CH:8][N:9]=[C:4]2[S:3]1. Reported procedure: 2-Methylpyrrolo[3,2-d]thiazole (0.70 g) (5mmol) and 0.67 g of 1,3-propanesultone (5.5 mmol) were stirred with heating at 130° C. for 6 hours. After cooling, the crystals precipitated were filtered out and washed with acetone, thereby 1.2 g of 3-[2-methyl-1-pyrrolo[3,2-d]thiazolio]propanesulfonate was obtained (yield: 92%). 3-[5- Chloro-2-(3-sulfopropyl)thio-1-benzothiazolio]propanesulfonate (0.45 g) (1 mmol), 2 ml of dimethyl sulfoxide and 2 ml of acetonitrile were added to 0.26 g of the quatern... Starting materials: BrC1=C(C=CC=C1)C(C)=O (2′-bromoacetophenone), [OH-].[Cs+] (cesium hydroxide). Run in C(C)(=O)OCC.CCCCCCC (ethyl acetate heptane). The product is OC1=C(C=CC=C1)C(C)=O (2′-Hydroxyacetophenone). Yield: 83.0%. RXN SMILES: Br[C:2]1[CH:7]=[CH:6][CH:5]=[CH:4][C:3]=1[C:8](=[O:10])[CH3:9].[OH-:11].[Cs+]>C(OCC)(=O)C.CCCCCCC>[OH:11][C:2]1[CH:7]=[CH:6][CH:5]=[CH:4][C:3]=1[C:8](=[O:10])[CH3:9] |f:1.2,3.4|. Procedure details: Following general operating mode A, 2′-bromoacetophenone (199 mg, 1.0 mmol) was reacted with cesium hydroxide to give the expected product in the form of an oil with a yield of 83% (eluent: ethyl acetate/heptane 20:80). The reactants are C1(CCCC1)CNC(=O)C=1C=C2C=CNC2=CC1 (5-(N-cyclopentylmethylcarbamoyl)indole), BrCC1=C(C=C(C(=O)OC)C=C1)OC (methyl 4-bromomethyl-3methoxybenzoate). The product is C1(CCCC1)CNC(=O)C=1C=C2C(=CNC2=CC1)CC1=C(C=C(C(=O)OC)C=C1)OC (methyl 4-[5-(N-cyclopentylmethylcarbamoyl)indol-3-ylmethyl]-3-methoxybenzoate). Yield: 33.0%. RXN SMILES: [CH:1]1([CH2:6][NH:7][C:8]([C:10]2[CH:11]=[C:12]3[C:16](=[CH:17][CH:18]=2)[NH:15][CH:14]=[CH:13]3)=[O:9])[CH2:5][CH2:4][CH2:3][CH2:2]1.Br[CH2:20][C:21]1[CH:30]=[CH:29][C:24]([C:25]([O:27][CH3:28])=[O:26])=[CH:23][C:22]=1[O:31][CH3:32]>>[CH:1]1([CH2:6][NH:7][C:8]([C:10]2[CH:11]=[C:12]3[C:16](=[CH:17][CH:18]=2)[NH:15][CH:14]=[C:13]3[CH2:20][C:21]2[CH:30]=[CH:29][C:24]([C:25]([O:27][CH3:28])=[O:26])=[CH:23][C:22]=2[O:31][CH3:32])=[O:9])[CH2:5][CH2:4][CH2:3][CH2:2]1. Procedure: The starting indole (C) was prepared according to the procedure of Example 1, starting with 5-(N-cyclopentylmethylcarbamoyl)indole (A) and methyl 4-bromomethyl-3-methoxybenzoate (B) to yield methyl 4-[5-(N-cyclopentylmethylcarbamoyl)indol-3-ylmethyl]-3-methoxybenzoate (C) (1.14 g, 33%) as a tan foam; partial NMR (80 MHz, CDCl3): 3.45(dd, 2H, CH2N), 3.93(s, 3H, OCH3), 3.95(s, 3H, OCH3), 4.17(s, 2H, ArCH2), 6.17(t, 1H, NHCO), 7.01(d, 1H, H2 -indole), 7.16(d, 1H), 8.04(br s. 1H, H4 -indole), 8.45(b... Starting materials: CCOC(=O)c1ccccc1-c1ccc2cnc(Nc3ccc(N4CCN(C)CC4)cc3)nn12, CO, [Li+], [OH-], O. Product: CN1CCN(c2ccc(Nc3ncc4ccc(-c5ccccc5C(=O)O)n4n3)cc2)CC1. RXN SMILES: [CH2:1]([CH3:2])[O:3][C:4]([c:5]1[c:6](-[c:11]2[cH:12][cH:13][c:14]3[cH:15][n:16][c:17]([NH:20][c:21]4[cH:22][cH:23][c:24]([N:27]5[CH2:28][CH2:29][N:30]([CH3:33])[CH2:31][CH2:32]5)[cH:25][cH:26]4)[n:18][n:19]23)[cH:7][cH:8][cH:9][cH:10]1)=[O:34].[CH3:37][OH:38].[Li+:35].[OH-:36].[OH2:39]>>[O:3]=[C:4]([c:5]1[c:6](-[c:11]2[cH:12][cH:13][c:14]3[cH:15][n:16][c:17]([NH:20][c:21]4[cH:22][cH:23][c:24]([N:27]5[CH2:28][CH2:29][N:30]([CH3:33])[CH2:31][CH2:32]5)[cH:25][cH:26]4)[n:18][n:19]23)[cH:7][cH:8][cH:9][cH:10]1)[OH:34]. Starting materials: CC(C)CC(N)CN1CCCC1C(=O)O, [NH-]CCCCc1ccccc1, O=C(Cl)c1ccco1. Product: CC(C)CC(CN1CCCC1C(=O)O)NC(=O)c1ccco1, [NH-]CCCCc1ccccc1. RXN SMILES: [NH2:1][CH:2]([CH2:3][N:4]1[CH:5]([C:6](=[O:7])[OH:8])[CH2:9][CH2:10][CH2:11]1)[CH2:12][CH:13]([CH3:14])[CH3:15].[c:16]1([CH2:22][CH2:23][CH2:24][CH2:25][NH-:26])[cH:17][cH:18][cH:19][cH:20][cH:21]1.[o:27]1[c:28]([C:32](=[O:33])[Cl:34])[cH:29][cH:30][cH:31]1>>[NH:1]([CH:2]([CH2:3][N:4]1[CH:5]([C:6](=[O:7])[OH:8])[CH2:9][CH2:10][CH2:11]1)[CH2:12][CH:13]([CH3:14])[CH3:15])[C:32]([c:28]1[o:27][cH:31][cH:30][cH:29]1)=[O:33].[c:16]1([CH2:22][CH2:23][CH2:24][CH2:25][NH-:26])[cH:17][cH:18][cH:19][cH:20][cH:21]1. Starting materials: C1(=CC=CC=C1)[C@@H](C)OC(NC=1C(=NOC1C1=CC=C(C=C1)Br)C)=O ([5-(4-bromo-phenyl)-3-methyl-isoxazol-4-yl]-carbamic acid (R)-1-phenyl-ethyl ester), CC1(OB(OC1(C)C)C1=CC=C(C=C1)C1(CC1)C#N)C (1-[4-(4,4,5,5-tetramethyl-[1,3,2]dioxaborolan-2-yl)-phenyl]-cyclopropanecarbonitrile). The product is C1(=CC=CC=C1)[C@@H](C)OC(NC=1C(=NOC1C1=CC=C(C=C1)C1=CC=C(C=C1)C1(CC1)C#N)C)=O ({5-[4′-(1-Cyano-cyclopropyl)-biphenyl-4-yl]-3-methyl-isoxazol-4-yl}-carbamic acid (R)-1-phenyl-ethyl ester). As a reaction SMILES: [C:1]1([C@H:7]([O:9][C:10](=[O:25])[NH:11][C:12]2[C:13]([CH3:24])=[N:14][O:15][C:16]=2[C:17]2[CH:22]=[CH:21][C:20](Br)=[CH:19][CH:18]=2)[CH3:8])[CH:6]=[CH:5][CH:4]=[CH:3][CH:2]=1.CC1(C)C(C)(C)OB([C:34]2[CH:39]=[CH:38][C:37]([C:40]3([C:43]#[N:44])[CH2:42][CH2:41]3)=[CH:36][CH:35]=2)O1>>[C:1]1([C@H:7]([O:9][C:10](=[O:25])[NH:11][C:12]2[C:13]([CH3:24])=[N:14][O:15][C:16]=2[C:17]2[CH:22]=[CH:21][C:20]([C:34]3[CH:39]=[CH:38][C:37]([C:40]4([C:43]#[N:44])[CH2:41][CH2:42]4)=[CH:36][CH:35]=3)=[CH:19][CH:18]=2)[CH3:8])[CH:6]=[CH:5][CH:4]=[CH:3][CH:2]=1. Reported procedure: Prepared according to the procedure described in Example 1, Step 6 using [5-(4-bromo-phenyl)-3-methyl-isoxazol-4-yl]-carbamic acid (R)-1-phenyl-ethyl ester and 1-[4-(4,4,5,5-tetramethyl-[1,3,2]dioxaborolan-2-yl)-phenyl]-cyclopropanecarbonitrile. Reactants: COc1cc(CBr)cc(OC)c1, CC#N, c1ccc(P(c2ccccc2)c2ccccc2)cc1. Product: [Br-], COc1cc(C[P+](c2ccccc2)(c2ccccc2)c2ccccc2)cc(OC)c1. RXN SMILES: [CH3:1][O:2][c:3]1[cH:4][c:5]([CH2:6][Br:7])[cH:8][c:9]([O:11][CH3:12])[cH:10]1.[CH3:32][C:33]#[N:34].[c:13]1([P:19]([c:20]2[cH:21][cH:22][cH:23][cH:24][cH:25]2)[c:26]2[cH:27][cH:28][cH:29][cH:30][cH:31]2)[cH:14][cH:15][cH:16][cH:17][cH:18]1>>[Br-:7].[CH3:1][O:2][c:3]1[cH:4][c:5]([CH2:6][P+:19]([c:13]2[cH:14][cH:15][cH:16][cH:17][cH:18]2)([c:20]2[cH:21][cH:22][cH:23][cH:24][cH:25]2)[c:26]2[cH:27][cH:28][cH:29][cH:30][cH:31]2)[cH:8][c:9]([O:11][CH3:12])[cH:10]1. Reactants: [Br-], C1CCOC1, [Zn+]Cc1ccccc1, [Cl-], CCNC(=O)Nc1ccc2ncc(Cl)nc2n1, [NH4+], C1COCCO1, c1ccc(P(c2ccccc2)(c2ccccc2)[Pd](P(c2ccccc2)(c2ccccc2)c2ccccc2)(P(c2ccccc2)(c2ccccc2)c2ccccc2)P(c2ccccc2)(c2ccccc2)c2ccccc2)cc1. The product is CCNC(=O)Nc1ccc2ncc(Cc3ccccc3)nc2n1. Reaction SMILES: [Br-:1].[CH2:29]1[O:30][CH2:31][CH2:32][CH2:33]1.[CH2:2]([c:3]1[cH:4][cH:5][cH:6][cH:7][cH:8]1)[Zn+:9].[Cl-:27].[Cl:10][c:11]1[cH:12][n:13][c:14]2[c:15]([n:16]1)[n:17][c:18]([NH:21][C:22](=[O:23])[NH:24][CH2:25][CH3:26])[cH:19][cH:20]2.[NH4+:28].[O:34]1[CH2:35][CH2:36][O:37][CH2:38][CH2:39]1.[cH:40]1[cH:41][cH:42][c:43]([P:44]([Pd:45]([P:46]([c:47]2[cH:48][cH:49][cH:50][cH:51][cH:52]2)([c:53]2[cH:54][cH:55][cH:56][cH:57][cH:58]2)[c:59]2[cH:60][cH:61][cH:62][cH:63][cH:64]2)([P:65]([c:66]2[cH:67][cH:68][cH:69][cH:70][cH:71]2)([c:72]2[cH:73][cH:74][cH:75][cH:76][cH:77]2)[c:78]2[cH:79][cH:80][cH:81][cH:82][cH:83]2)[P:84]([c:85]2[cH:86][cH:87][cH:88][cH:89][cH:90]2)([c:91]2[cH:92][cH:93][cH:94][cH:95][cH:96]2)[c:97]2[cH:98][cH:99][cH:100][cH:101][cH:102]2)([c:103]2[cH:104][cH:105][cH:106][cH:107][cH:108]2)[c:109]2[cH:110][cH:111][cH:112][cH:113][cH:114]2)[cH:115][cH:116]1>>[CH2:2]([c:3]1[cH:4][cH:5][cH:6][cH:7][cH:8]1)[c:11]1[cH:12][n:13][c:14]2[c:15]([n:16]1)[n:17][c:18]([NH:21][C:22](=[O:23])[NH:24][CH2:25][CH3:26])[cH:19][cH:20]2.